This data is from the Open Reaction Database (ORD), a public repository of structured organic reaction records. The task is: describe an organic reaction: reactants, conditions, products, and yield Starting materials: CSSC (dimethyl disulfide), N(=O)OC(C)(C)C (tert-butyl nitrite), NC=1SC2=C(N1)C(=CC(=C2)Cl)Cl (2-amino-4,6-dichlorobenzothiazole). Solvent: ClCCCl (1,2-dichloroethane). Run at time 16 hour. Product: ClC1=CC(=CC2=C1N=C(S2)SC)Cl (4,6-Dichloro-2-(methylthio)benzothiazole). RXN SMILES: CS[S:3][CH3:4].N(OC(C)(C)C)=O.N[C:13]1[S:14][C:15]2[CH:21]=[C:20]([Cl:22])[CH:19]=[C:18]([Cl:23])[C:16]=2[N:17]=1>ClCCCl>[Cl:23][C:18]1[C:16]2[N:17]=[C:13]([S:3][CH3:4])[S:14][C:15]=2[CH:21]=[C:20]([Cl:22])[CH:19]=1. Reported procedure: 43.7 g (0.47 mol) of dimethyl disulfide and 154.5 g (1.5 mol) of tert-butyl nitrite were added to a solution of 34 g (0.16 mol) of 2-amino-4,6-dichlorobenzothiazole in 1 liter of 1,2-dichloroethane. Stirring was carried out for 16 hours, followed by washing with water and 10% strength sodium hydroxide solution, drying over magnesium sulfate and evaporating down. Starting materials: C(#N)C=1OC=CC1 (2-Cyanofuran), C(C)(=O)O (acetic acid), C[O-].[Na+] (sodium methoxide). Solvent: CO (methanol). The product is crude product, O1C(=CC=C1)C(OC)=N (methyl 2-furancarboximidate). Yield: 1844.3%. As a reaction SMILES: [C:1]([C:3]1[O:4][CH:5]=[CH:6][CH:7]=1)#[N:2].C[O-].[Na+].[C:11](O)(=[O:13])C>CO>[O:4]1[CH:5]=[CH:6][CH:7]=[C:3]1[C:1](=[NH:2])[O:13][CH3:11] |f:1.2|. Procedure details: 2-Cyanofuran (4.50 g, 48.3 mmol) was dissolved in methanol (25 ml), and sodium methoxide (130 mg, 2.4 mmol) was added under ice-cooling. The mixture was stirred while the temperature is slowly raised up to room temperature for 2 hours. After the reaction was completed, acetic acid (0.16 g, 2.6 mmol) was added to neutralize the reaction solution, and the solution was concentrated under reduced pressure. Diethyl ether (100 ml) was added to the concentrated residue, and insolubles were removed by f... Starting materials: NC1(C(N(C2=CC=C(C=C12)Cl)S(=O)(=O)C1=C(C=C(C=C1)[N+](=O)[O-])OC)=O)C1=C(C=CC=C1)Cl (3-Amino-5-chloro-3-(2-chlorophenyl)-1,3-dihydro-1-(2-methoxy-4-nitrobenzenesulfonyl)indol-2-one), [H][H] (hydrogen). Reagents/catalysts: [Ni] (Raney nickel). Solvent: CO (MeOH), C1CCOC1 (THF). The product is NC1(C(N(C2=CC=C(C=C12)Cl)S(=O)(=O)C1=C(C=C(C=C1)N)OC)=O)C1=C(C=CC=C1)Cl (3-Amino-1-(4-amino-2-methoxybenzenesulfonyl)-5-chloro-3-(2-chlorophenyl)-1,3-dihydroindol-2-one). As a reaction SMILES: [NH2:1][C:2]1([C:27]2[CH:32]=[CH:31][CH:30]=[CH:29][C:28]=2[Cl:33])[C:10]2[C:5](=[CH:6][CH:7]=[C:8]([Cl:11])[CH:9]=2)[N:4]([S:12]([C:15]2[CH:20]=[CH:19][C:18]([N+:21]([O-])=O)=[CH:17][C:16]=2[O:24][CH3:25])(=[O:14])=[O:13])[C:3]1=[O:26].[H][H]>CO.C1COCC1.[Ni]>[NH2:1][C:2]1([C:27]2[CH:32]=[CH:31][CH:30]=[CH:29][C:28]=2[Cl:33])[C:10]2[C:5](=[CH:6][CH:7]=[C:8]([Cl:11])[CH:9]=2)[N:4]([S:12]([C:15]2[CH:20]=[CH:19][C:18]([NH2:21])=[CH:17][C:16]=2[O:24][CH3:25])(=[O:14])=[O:13])[C:3]1=[O:26]. Procedure: 2.17 g of the compound obtained in EXAMPLE 16 in 30 ml of MeOH and 30 ml of THF are reduced with hydrogen under a pressure of 40 bar for 4 hours at RT, in the presence of 1 g of Raney nickel. The mixture is vacuum. The residue is chromatographed on silica using DCM and then a DCM/AcOEt mixture (90/10; v/v) as the eluent to give the expected product after crystallization from a DCM/iso ether mixture. m=1.3 g. M.p.=198° C. Reactants: BrC=1C=C2C=3C=C4C(=CC3N(C2=CC1)C1=NC(=NC(=N1)C1=CC=CC=C1)C1=CC=CC=C1)C(C1=CC=CC=C14)(C)C (7-bromo-10-(4,6-diphenyl-1,3,5-triazin-2-yl)-12,12-dimethyl-10,12-dihydro-10-azaindeno[2,1-b]fluorene), C1(=CC=CC=C1)C1=NC(=NC(=N1)C1=CC=CC=C1)N1C2=CC=C(C=C2C=2C=C3C(=CC12)C(C1=CC=CC=C13)(C)C)B1OC(C(O1)(C)C)(C)C (10-(4,6-diphenyl-1,3,5-triazin-2-yl)-12,12-dimethyl-7-(4,4,5,5-tetramethyl-1,3,2-dioxaborolan-2-yl)-10,12-dihydro-10-azaindeno[2,1-b]fluorene), ClC1=NC(=CC(=N1)C1=CC=CC=C1)C1=CC=CC=C1 (2-chloro-4,6-diphenylpyrimidine), B1(OC(C(O1)(C)C)(C)C)B2OC(C(O2)(C)C)(C)C (bis(pinacolato)diborane), C(C)(=O)[O-].[K+] (potassium acetate), C([O-])([O-])=O.[Na+].[Na+] (sodium carbonate). The reagents and catalysts are C=1C=CC(=CC1)[P](C=2C=CC=CC2)(C=3C=CC=CC3)[Pd]([P](C=4C=CC=CC4)(C=5C=CC=CC5)C=6C=CC=CC6)([P](C=7C=CC=CC7)(C=8C=CC=CC8)C=9C=CC=CC9)[P](C=1C=CC=CC1)(C=1C=CC=CC1)C=1C=CC=CC1 (Pd(PPh3)4). The solvent is O (water), C(Cl)Cl (DCM), O1CCOCC1 (dioxane), C1(=CC=CC=C1)C (toluene), O1CCOCC1 (dioxane). Yields the product C1(=CC=CC=C1)C1=NC(=NC(=C1)C1=CC=CC=C1)C=1C=C2C=3C=C4C(=CC3N(C2=CC1)C1=NC(=NC(=N1)C1=CC=CC=C1)C1=CC=CC=C1)C(C1=CC=CC=C14)(C)C (7-(4,6-Diphenylpyrimidin-2-yl)-10-(4,6-diphenyl-1,3,5-triazin-2-yl)-12,12-dimethyl-10,12-dihydro-10-azaindeno[2,1-b]fluorene). As a reaction SMILES: Br[C:2]1[CH:3]=[C:4]2[C:12](=[CH:13][CH:14]=1)[N:11]([C:15]1[N:20]=[C:19]([C:21]3[CH:26]=[CH:25][CH:24]=[CH:23][CH:22]=3)[N:18]=[C:17]([C:27]3[CH:32]=[CH:31][CH:30]=[CH:29][CH:28]=3)[N:16]=1)[C:10]1[CH:9]=[C:8]3[C:33]([CH3:41])([CH3:40])[C:34]4[C:39]([C:7]3=[CH:6][C:5]2=1)=[CH:38][CH:37]=[CH:36][CH:35]=4.B1(B2O[C:54]([CH3:57])(C)[C:53]([CH3:59])([CH3:58])O2)OC(C)(C)C(C)(C)O1.[C:60]([O-])(=O)[CH3:61].[K+].C1(C2N=C(C3C=CC=CC=3)N=C(N3C4C=C5C(C)(C)C6C(C5=CC=4C4C3=CC=C(B3OC(C)(C)C(C)(C)O3)C=4)=CC=CC=6)N=2)C=CC=CC=1.Cl[C:115]1[N:120]=C(C2C=CC=CC=2)[CH:118]=[C:117]([C:127]2[CH:132]=[CH:131][CH:130]=[CH:129][CH:128]=2)[N:116]=1.C(=O)([O-])[O-].[Na+].[Na+]>O1CCOCC1.C1C=CC([P]([Pd]([P](C2C=CC=CC=2)(C2C=CC=CC=2)C2C=CC=CC=2)([P](C2C=CC=CC=2)(C2C=CC=CC=2)C2C=CC=CC=2)[P](C2C=CC=CC=2)(C2C=CC=CC=2)C2C=CC=CC=2)(C2C=CC=CC=2)C2C=CC=CC=2)=CC=1.O.C1(C)C=CC=CC=1.C(Cl)Cl>[C:127]1([C:117]2[CH:118]=[C:59]([C:53]3[CH:54]=[CH:57][CH:61]=[CH:60][CH:58]=3)[N:120]=[C:115]([C:2]3[CH:3]=[C:4]4[C:12](=[CH:13][CH:14]=3)[N:11]([C:15]3[N:20]=[C:19]([C:21]5[CH:22]=[CH:23][CH:24]=[CH:25][CH:26]=5)[N:18]=[C:17]([C:27]5[CH:32]=[CH:31][CH:30]=[CH:29][CH:28]=5)[N:16]=3)[C:10]3[CH:9]=[C:8]5[C:33]([CH3:41])([CH3:40])[C:34]6[C:39]([C:7]5=[CH:6][C:5]4=3)=[CH:38][CH:37]=[CH:36][CH:35]=6)[N:116]=2)[CH:132]=[CH:131][CH:130]=[CH:129][CH:128]=1 |f:2.3,6.7.8,^1:148,150,169,188|. Reported procedure: 40 g (67.4 mmol) of 7-bromo-10-(4,6-diphenyl-1,3,5-triazin-2-yl)-12,12-dimethyl-10,12-dihydro-10-azaindeno[2,1-b]fluorene, 17.1 g (67.4 mmol) of bis(pinacolato)diborane and 19.8 g of potassium acetate are suspended in 700 ml of dioxane. 2.8 g (3.4 mmol) of 1,1-bis(diphenylphosphino)ferrocenepalladium(II) dichloride complex with DCM are added to this suspension. The reaction mixture is heated under reflux for 16 h. After cooling, the organic phase is separated off, washed three times with 200 ml ...